Dataset: the Open Reaction Database (ORD), a public repository of structured organic reaction records. Task: describe an organic reaction: reactants, conditions, products, and yield The reactants are NC=1C=C2C(=CN(C2=CC1)CC)CC1=C(C=C(C(=O)OC)C=C1)OC (methyl 4-(5-amino-1-ethylindol-3-ylmethyl)-3-methoxybenzoate). Reagents/catalysts: [Pd] (palladium-on-carbon). The solvent is O1CCCC1 (tetrahydrofuran). Yields the product NC=1C=C2C(=CN(C2=CC1)C)CC1=C(C=C(C(=O)OC)C=C1)OC (methyl 4-(5-amino-1-methylindol-3-ylmethyl)-3-methoxybenzoate). Isolated yield 98.0%. Reaction SMILES: [NH2:1][C:2]1[CH:3]=[C:4]2[C:8](=[CH:9][CH:10]=1)[N:7]([CH2:11]C)[CH:6]=[C:5]2[CH2:13][C:14]1[CH:23]=[CH:22][C:17]([C:18]([O:20][CH3:21])=[O:19])=[CH:16][C:15]=1[O:24][CH3:25]>O1CCCC1.[Pd]>[NH2:1][C:2]1[CH:3]=[C:4]2[C:8](=[CH:9][CH:10]=1)[N:7]([CH3:11])[CH:6]=[C:5]2[CH2:13][C:14]1[CH:23]=[CH:22][C:17]([C:18]([O:20][CH3:21])=[O:19])=[CH:16][C:15]=1[O:24][CH3:25]. Procedure details: A solution of (F') (0.56 g) in tetrahydrofuran (30 ml) was hydrogenated in the presence of palladium-on-carbon (10% w/w; 0.1 g), as described for the amino ester (H) in Example 4, to give methyl 4-(5-amino-1-methylindol-3-ylmethyl)-3-methoxybenzoate (S) (0.50 g, 98%) as pale yellow foam; NMR: 3.6(s, 3H, NCH3), 3.8(s, 3H, COOCH3), 3.9(br s, 5H, OCH3 and CH2Ar), 4.45(br, 2H, NH2), 6.54(m, 2H), 6.86(s, 1H), 7.04(m, 2H), 7.40(m, 2H). Reactants: NC1=CC(=C(C(=O)NCC2CCN(CC2)CCCCCCN)C=C1Cl)OC (4-Amino-N-(1-(6-aminohexyl)piperidin-4-ylmethyl)-5-chloro-2-methoxybenzamide), O(C)C1=CC=C(C=O)C=C1 (4-methoxylbenzaldehyde). Reported procedure: 4-Amino-N-(1-(6-aminohexyl)piperidin-4-ylmethyl)-5-chloro-2-methoxybenzamide (1.5 g) as starting compound and 4-methoxylbenzaldehyde (0.56 g) were reacted and treated in the same manner as in Example 121 to give 1.13 g of 4-amino-5-chloro-N-((1-(6-(4-methoxybenzylamino)hexyl)piperidin-4-yl)methyl)-2-methoxybenzamide. The yield is 57.8%. As a reaction SMILES: [NH2:1][C:2]1[C:24]([Cl:25])=[CH:23][C:5]([C:6]([NH:8][CH2:9][CH:10]2[CH2:15][CH2:14][N:13]([CH2:16][CH2:17][CH2:18][CH2:19][CH2:20][CH2:21][NH2:22])[CH2:12][CH2:11]2)=[O:7])=[C:4]([O:26][CH3:27])[CH:3]=1.[O:28]([C:30]1[CH:37]=[CH:36][C:33]([CH:34]=O)=[CH:32][CH:31]=1)[CH3:29]>>[NH2:1][C:2]1[C:24]([Cl:25])=[CH:23][C:5]([C:6]([NH:8][CH2:9][CH:10]2[CH2:11][CH2:12][N:13]([CH2:16][CH2:17][CH2:18][CH2:19][CH2:20][CH2:21][NH:22][CH2:34][C:33]3[CH:36]=[CH:37][C:30]([O:28][CH3:29])=[CH:31][CH:32]=3)[CH2:14][CH2:15]2)=[O:7])=[C:4]([O:26][CH3:27])[CH:3]=1. Product: NC1=CC(=C(C(=O)NCC2CCN(CC2)CCCCCCNCC2=CC=C(C=C2)OC)C=C1Cl)OC (4-amino-5-chloro-N-((1-(6-(4-methoxybenzylamino)hexyl)piperidin-4-yl)methyl)-2-methoxybenzamide). The product is BrC1=CC=C(OCCC2CC(C2)OC2OCCCC2)C=C1 (2-({3-[2-(4-bromophenoxy)ethyl]cyclobutyl}oxy)tetrahydro-2H-pyran). The yield is 32.5%. Run in O1CCCC1 (tetrahydrofuran), C(C)(=O)OCC (ethyl acetate). Procedure details: 2-[3-(Tetrahydro-2H-pyran-2-yloxy)cyclobutyl]ethanol (1.08 g, 5.39 mmol) was dissolved in tetrahydrofuran (20 mL) and was cooled in an ice bath. Triphenylphosphine (2.12 g, 8.09 mmol) and 4-bromo-phenol (1.12 g, 6.47 mmol) were added and the reaction was stirred until dissolved. Diethylazodicaboxylate (1.45 g, 8.09 mmol) was added dropwise to the reaction and the reaction was then warmed to room temperature and stirred for 48 hours. The reaction was diluted with ethyl acetate and washed with 1 N... Reactants: CCOC(=O)/N=N/C(=O)OCC (Diethylazodicaboxylate), C1(=CC=CC=C1)P(C1=CC=CC=C1)C1=CC=CC=C1 (Triphenylphosphine), BrC1=CC=C(C=C1)O (4-bromo-phenol), O1C(CCCC1)OC1CC(C1)CCO (2-[3-(Tetrahydro-2H-pyran-2-yloxy)cyclobutyl]ethanol). Reaction SMILES: [O:1]1[CH2:6][CH2:5][CH2:4][CH2:3][CH:2]1[O:7][CH:8]1[CH2:11][CH:10]([CH2:12][CH2:13][OH:14])[CH2:9]1.C1(P(C2C=CC=CC=2)C2C=CC=CC=2)C=CC=CC=1.[Br:34][C:35]1[CH:40]=[CH:39][C:38](O)=[CH:37][CH:36]=1.CCOC(/N=N/C(OCC)=O)=O>O1CCCC1.C(OCC)(=O)C>[Br:34][C:35]1[CH:40]=[CH:39][C:38]([O:14][CH2:13][CH2:12][CH:10]2[CH2:9][CH:8]([O:7][CH:2]3[CH2:3][CH2:4][CH2:5][CH2:6][O:1]3)[CH2:11]2)=[CH:37][CH:36]=1.